Dataset: the Open Reaction Database (ORD), a public repository of structured organic reaction records. Task: describe an organic reaction: reactants, conditions, products, and yield Reactants: CN(\C=C\C1=C(C=C(C=C1)C)[N+](=O)[O-])C (trans-β-dimethylamino-4-methyl-2-nitrostyrene), [H][H] (hydrogen). The reagents and catalysts are [Pd] (palladium on carbon). Solvent: C1=CC=CC=C1 (benzene). Run at time 5 hour. Yields the product CC1=CC=C2C=CNC2=C1 (6-Methylindole). The yield is 83.0%. Reaction SMILES: CN(C)/[CH:3]=[CH:4]/[C:5]1[CH:10]=[CH:9][C:8]([CH3:11])=[CH:7][C:6]=1[N+:12]([O-])=O.[H][H]>C1C=CC=CC=1.[Pd]>[CH3:11][C:8]1[CH:7]=[C:6]2[C:5]([CH:4]=[CH:3][NH:12]2)=[CH:10][CH:9]=1. Reported procedure: A glass-lined rocking autoclave was charged with a solution of 300 g (1.45 moles) of trans-β-dimethylamino-4-methyl-2-nitrostyrene in 3 l of benzene and 15 g of 5% palladium on carbon. The autoclave was pressurized with 20 psi of hydrogen and rocked for 5 hours. The mixture was filtered through a bed of Celite, which was washed thoroughly with benzene. The filtrate was concentrated to half its volume and washed with 1 l of 0.25 N hydrochloric acid, 500 ml of saturated sodium bicarbonate and 500 ... Starting materials: F, F, [He], COC(=O)c1ncc(N)nc1N. Product: COC(=O)c1nc(F)c(N)nc1N. RXN SMILES: [F:14].[FH:15].[He:13].[NH2:1][c:2]1[c:3]([C:9](=[O:10])[O:11][CH3:12])[n:4][cH:5][c:6]([NH2:8])[n:7]1>>[NH2:1][c:2]1[c:3]([C:9](=[O:10])[O:11][CH3:12])[n:4][c:5]([F:15])[c:6]([NH2:8])[n:7]1. The reactants are C(C)(C)N(C(C)C)CC (N,N-Diisopropylethylamine), C(CCl)Cl (EDC), Br.N[C@@H](C(C)C)C=1OC(=C(N1)C(=O)OC)C1=CNC2=C(C=CC=C12)Br (methyl 2-((S)-1-amino-2-methylpropyl)-5-(7-bromo-1H-indol-3-yl)oxazole-4-carboxylate hydrobromide), C=1C=CC2=C(C1)N=NN2O (HOBt), N([C@@H](CC1=CC=C(C=C1)O)C(=O)O)C(=O)OCC1=CC=CC=C1 (Cbz-Tyr-OH). The solvent is Hexanes, 2-PrOH, CN(C)C=O (DMF), CCOC(=O)C (EtOAc). Conditions: temperature 25 celsius, time 24 hour. Yields the product C(C1=CC=CC=C1)OC(=O)N[C@H](C(=O)N[C@@H](C(C)C)C=1OC(=C(N1)C(=O)OC)C1=CNC2=C(C=CC=C12)Br)CC1=CC=C(C=C1)O (methyl 2-((S)-1-((S)-2-(benzyloxycarbonylamino)-3-(4-hydroxyphenyl)propanamido)-2-methylpropyl)-5-(7-bromo-1H-indol-3-yl)oxazole-4-carboxylate). Yield: 86.6%. RXN SMILES: Br.[NH2:2][C@H:3]([C:7]1[O:8][C:9]([C:16]2[C:24]3[C:19](=[C:20]([Br:25])[CH:21]=[CH:22][CH:23]=3)[NH:18][CH:17]=2)=[C:10]([C:12]([O:14][CH3:15])=[O:13])[N:11]=1)[CH:4]([CH3:6])[CH3:5].C1C=CC2N(O)N=NC=2C=1.[NH:36]([C:49]([O:51][CH2:52][C:53]1[CH:58]=[CH:57][CH:56]=[CH:55][CH:54]=1)=[O:50])[C@H:37]([C:46](O)=[O:47])[CH2:38][C:39]1[CH:44]=[CH:43][C:42]([OH:45])=[CH:41][CH:40]=1.C(N(CC)C(C)C)(C)C.C(Cl)CCl>CCOC(C)=O.CN(C=O)C>[CH2:52]([O:51][C:49]([NH:36][C@@H:37]([CH2:38][C:39]1[CH:44]=[CH:43][C:42]([OH:45])=[CH:41][CH:40]=1)[C:46]([NH:2][C@H:3]([C:7]1[O:8][C:9]([C:16]2[C:24]3[C:19](=[C:20]([Br:25])[CH:21]=[CH:22][CH:23]=3)[NH:18][CH:17]=2)=[C:10]([C:12]([O:14][CH3:15])=[O:13])[N:11]=1)[CH:4]([CH3:6])[CH3:5])=[O:47])=[O:50])[C:53]1[CH:54]=[CH:55][CH:56]=[CH:57][CH:58]=1 |f:0.1|. Procedure: DMF (100 mL) was added to methyl 2-((S)-1-amino-2-methylpropyl)-5-(7-bromo-1H-indol-3-yl)oxazole-4-carboxylate hydrobromide (9.16 g, 19.4 mmol), HOBt (3.17 g, 23.5 mmol), and Cbz-Tyr-OH (6.44 g, 20.4 mmol) in a round-bottom flask. N,N-Diisopropylethylamine (4.22 mL, 3.13 g, 129 mmol) was added, followed by EDC (4.15 g, 21.6 mmol). After stirring for 24 h at 25° C., the solution was diluted with EtOAc (500 mL) and the mixture was washed with 1 N aqueous HCl (250 mL), saturated aqueous NaHCO3 (250... Reactants: C(C)OP(OCC)(=O)C(=C)P(OCC)(OCC)=O (Ethenylidenebisphosphonic acid tetraethyl ester), COC1=CC2=C(N=C(S2)NC(CC(C2=CC=CC=C2)=O)=O)C=C1 (N-(6-methoxybenzothiazol -2-yl)-3-oxo-3-phenylpropanamide), ( t ). Product: C(C)OP(OCC)(=O)C(CCC(C=1SC=CC1)=O)P(OCC)(OCC)=O ([4-Oxo-4-(2-thiophenyl)-butylidene]bisphosphonic acid tetraethyl ester). RXN SMILES: [CH2:1]([O:3][P:4]([C:9]([P:11](=[O:18])([O:15][CH2:16][CH3:17])[O:12][CH2:13][CH3:14])=[CH2:10])(=[O:8])[O:5][CH2:6][CH3:7])[CH3:2].C[O:20][C:21]1[CH:41]=[CH:40][C:24]2N=C(NC(=O)CC(=O)C3C=CC=CC=3)[S:27][C:23]=2[CH:22]=1>>[CH2:16]([O:15][P:11]([CH:9]([P:4](=[O:8])([O:5][CH2:6][CH3:7])[O:3][CH2:1][CH3:2])[CH2:10][CH2:22][C:21](=[O:20])[C:41]1[S:27][CH:23]=[CH:24][CH:40]=1)(=[O:18])[O:12][CH2:13][CH3:14])[CH3:17]. Reported procedure: Ethenylidenebisphosphonic acid tetraethyl ester (I) ,and 2-acetylthiophene (II, 0.76 ml); MS (m/e) 426, 381, 315, 289, 261, 152 and 111; IR (neat) 1663, 1518, 1478, 1443, 1416, 1392, 1368, 1355, 1250, 1164 and 1142 cm-1 ; NMR (CDCl3) 7.77, 7.62, 7.12, 4.2, 3.32, 2.58, 2.36 and 1.33 67 ; CMR (CDCl3) 192, 144, 133.5, 135.5, 128, 62, 38, 32.5 (t), 20.5 and 16 δ. Reactants: Cc1ccc(Oc2cccc(C#N)c2)nc1, Cc1ccnc(Oc2cccc(C#N)c2)c1. The product is Cc1ccnc(Oc2cccc(CN)c2)c1. RXN SMILES: [CH3:17][c:18]1[cH:19][cH:20][c:21]([O:22][c:23]2[cH:24][c:25]([C:29]#[N:30])[cH:26][cH:27][cH:28]2)[n:31][cH:32]1.[CH3:1][c:2]1[cH:3][c:4]([O:8][c:9]2[cH:10][c:11]([C:12]#[N:13])[cH:14][cH:15][cH:16]2)[n:5][cH:6][cH:7]1>>[CH3:1][c:2]1[cH:3][c:4]([O:8][c:9]2[cH:10][c:11]([CH2:12][NH2:13])[cH:14][cH:15][cH:16]2)[n:5][cH:6][cH:7]1. The reactants are C(C)(=O)N[C@@H](C(=O)NCC1=CC=CC=C1)CO ((R)-2-Acetamido-N-benzyl-3-hydroxypropionamide), [OH-].[Na+] (sodium hydroxide), S(=O)(=O)(OC)OC (dimethyl sulfate). Run in C(C)#N (acetonitrile), CC(=O)C (acetone). Conditions: time 1 hour. The product is CC(=O)N[C@H](COC)C(=O)NCC=1C=CC=CC1 (Lacosamide). Isolated yield 70.0%. RXN SMILES: [C:1]([NH:4][C@H:5]([CH2:16][OH:17])[C:6]([NH:8][CH2:9][C:10]1[CH:15]=[CH:14][CH:13]=[CH:12][CH:11]=1)=[O:7])(=[O:3])[CH3:2].[OH-].[Na+].S(OC)(O[CH3:24])(=O)=O>C(#N)C.CC(C)=O>[CH3:2][C:1]([NH:4][C@@H:5]([C:6]([NH:8][CH2:9][C:10]1[CH:11]=[CH:12][CH:13]=[CH:14][CH:15]=1)=[O:7])[CH2:16][O:17][CH3:24])=[O:3] |f:1.2|. Reported procedure: (R)-2-Acetamido-N-benzyl-3-hydroxypropionamide (25 g, 0.1059 mole) was suspended in 125 ml of acetonitrile at room temperature. To this was added aqueous sodium hydroxide solution (6.3 g in 15 ml, 0.158 mol) drop wise, followed by dimethyl sulfate (26.7 g, 0.211 mole) drop wise. The reaction mixture was stirred for one hour and concentrated under reduced pressure. The resulting residue was dissolved in 200 ml dichloromethane and the solution washed with water (100 ml×3). The organic layer was tr... Reactants: C(#N)CC=1C=CC(=C(C1)S(=O)(=O)NC(C)(C)C)OC (5-Cyanomethyl-N-(1,1-dimethylethyl)-2-methoxybenzenesulfonamide), C1(=CC=C(C=C1)S(=O)(=O)O)C (p-toluenesulfonic acid). Solvent: C1(=CC=CC=C1)C (toluene). Yields the product C(#N)CC=1C=CC(=C(C1)S(=O)(=O)N)OC (5-Cyanomethyl-2-methoxybenzenesulfonamide). Yield: 20.8%. As a reaction SMILES: [C:1]([CH2:3][C:4]1[CH:5]=[CH:6][C:7]([O:18][CH3:19])=[C:8]([S:10]([NH:13]C(C)(C)C)(=[O:12])=[O:11])[CH:9]=1)#[N:2].C1(C)C=CC(S(O)(=O)=O)=CC=1>C1(C)C=CC=CC=1>[C:1]([CH2:3][C:4]1[CH:5]=[CH:6][C:7]([O:18][CH3:19])=[C:8]([S:10]([NH2:13])(=[O:12])=[O:11])[CH:9]=1)#[N:2]. Reported procedure: A suspension of 3.0 g of the compound from Example 2 and 0.1 g p-toluenesulfonic acid in 100 ml of dry toluene was refluxed in a flask equipped with a Dean-Stark apparatus. After being refluxed overnight the solution was concentrated and allowed to cool. The precipitate was filtered off to give 0.5 g light brown solid. The mother liquor was chromatographed over silica gel with 20:73:2:5, ethyl acetate:methylene chloride:methanol:THF to give additional product, m.p. 173°-177° C.; The reactants are BrC1=C(C=C2C=CC(=CN12)C#N)C (3-bromo-2-methyl-indolizine-6-carbonitrile), BrCC(=O)OC(C)(C)C (tert-butyl bromoacetate). Reagents/catalysts: C=1C=CC(=CC1)/C=C/C(=O)/C=C/C2=CC=CC=C2.C=1C=CC(=CC1)/C=C/C(=O)/C=C/C2=CC=CC=C2.C=1C=CC(=CC1)/C=C/C(=O)/C=C/C2=CC=CC=C2.[Pd].[Pd] (Pd2(dba)3), CC(C)(C)P(C1=CC=C[CH-]1)C(C)(C)C.C1=CC=C(C=C1)[C-]2C(=C(C(=C2C3=CC=CC=C3)C4=CC=CC=C4)C5=CC=CC=C5)C6=CC=CC=C6.[Fe+2] (1,2,3,4,5-pentaphenyl-1-(di-tert-butylphosphino)ferrocene). Run at time 1 hour. The product is C(C)(C)(C)OC(CC1=C(C=C2C=CC(=CN12)C#N)C)=O ((6-Cyano-2-methyl-indolizin-3-yl)-acetic acid tert-butyl ester). Isolated yield 68.1%. As a reaction SMILES: Br[C:2]1[N:10]2[C:5]([CH:6]=[CH:7][C:8]([C:11]#[N:12])=[CH:9]2)=[CH:4][C:3]=1[CH3:13].Br[CH2:15][C:16]([O:18][C:19]([CH3:22])([CH3:21])[CH3:20])=[O:17]>C1C=CC(/C=C/C(/C=C/C2C=CC=CC=2)=O)=CC=1.C1C=CC(/C=C/C(/C=C/C2C=CC=CC=2)=O)=CC=1.C1C=CC(/C=C/C(/C=C/C2C=CC=CC=2)=O)=CC=1.[Pd].[Pd].CC(P(C(C)(C)C)C1[CH-]C=CC=1)(C)C.C1C=CC([C-]2C(C3C=CC=CC=3)=C(C3C=CC=CC=3)C(C3C=CC=CC=3)=C2C2C=CC=CC=2)=CC=1.[Fe+2]>[C:19]([O:18][C:16](=[O:17])[CH2:15][C:2]1[N:10]2[C:5]([CH:6]=[CH:7][C:8]([C:11]#[N:12])=[CH:9]2)=[CH:4][C:3]=1[CH3:13])([CH3:22])([CH3:21])[CH3:20] |f:2.3.4.5.6,7.8.9|. Procedure: Under an atmosphere of argon, 3-bromo-2-methyl-indolizine-6-carbonitrile (500 mg, 2.12 mmol), Pd2(dba)3 (19.5 mg, 21.2 μmol, 0.01 equiv), 1,2,3,4,5-pentaphenyl-1-(di-tert-butylphosphino)ferrocene (15.1 mg, 21.2 1μmol, 0.01 equiv) and the isolated, recrystallized Reformatsky reagent prepared from tert-butyl bromoacetate (609 mg, 2.33 mmol, 1.1 equiv) are placed in a 50-ml round bottom flask. After three careful degassing cycles, anhydrous THF (8 ml) is added, and the reaction mixture is stirred a... Product: COc1ccc(OCCC(O)CO)cc1. Reactants: CC(=O)O, COc1ccc(OCCC2COC(C)(C)O2)cc1, O. Reaction SMILES: [C:19]([OH:20])(=[O:21])[CH3:22].[CH3:1][O:2][c:3]1[cH:4][cH:5][c:6]([O:7][CH2:8][CH2:9][CH:10]2[O:11][C:12]([CH3:15])([CH3:16])[O:13][CH2:14]2)[cH:17][cH:18]1.[OH2:23]>>[CH3:1][O:2][c:3]1[cH:4][cH:5][c:6]([O:7][CH2:8][CH2:9][CH:10]([OH:11])[CH2:14][OH:13])[cH:17][cH:18]1. The reactants are SC1=NC=CC=N1 (2-mercaptopyrimidine), BrCCN1C(C=2C(C1=O)=CC=CC2)=O (N-(2-bromoethyl)phthalimide), C([O-])([O-])=O.[K+].[K+] (potassium carbonate), CN(C=O)C (N,N-dimethylformamide). Run in O (water). Run at time 3 hour. The product is N1=C(N=CC=C1)SCCN1C(C=2C(C1=O)=CC=CC2)=O (N-[2-(2-pyrimidinylthio)ethyl]-phthalimide). The yield is 93.4%. Reaction SMILES: [SH:1][C:2]1[N:7]=[CH:6][CH:5]=[CH:4][N:3]=1.Br[CH2:9][CH2:10][N:11]1[C:15](=[O:16])[C:14]2=[CH:17][CH:18]=[CH:19][CH:20]=[C:13]2[C:12]1=[O:21].C(=O)([O-])[O-].[K+].[K+].CN(C)C=O>O>[N:3]1[CH:4]=[CH:5][CH:6]=[N:7][C:2]=1[S:1][CH2:9][CH2:10][N:11]1[C:15](=[O:16])[C:14]2=[CH:17][CH:18]=[CH:19][CH:20]=[C:13]2[C:12]1=[O:21] |f:2.3.4|. Procedure: A mixture of 2-mercaptopyrimidine (7.3 g), N-(2-bromoethyl)phthalimide (16.5 g), potassium carbonate (10.8 g) and N,N-dimethylformamide (DMF) (85 ml) was stirred at room temperature for 3 hours. The reaction mixture was poured into water and the crystals separated were collected by filtration to obtain N-[2-(2-pyrimidinylthio)ethyl]-phthalimide (17.3 g, 93%). The resultant was recrystallized from ethanol-isopropyl ether to obtain pale yellow prisms, m.p. 149°-150° C.